Dataset: the Open Reaction Database (ORD), a public repository of structured organic reaction records. Task: describe an organic reaction: reactants, conditions, products, and yield The reactants are CC1(C2(C(=CC1CC2)C(=O)OC)CS(=O)(=O)N2CCN(CC2)C2=C(C=CC=C2)C)C (1-((7,7-dimethyl-2-methoxycarbonyl-bicyclo(2.2.1)hept-2-en-1-yl)methanesulfonyl)-4-(2-methylphenyl)-piperazine), [OH-].[K+] (KOH), Cl (HCl). Solvent: CO (MeOH). Run at time 18 hour. Yields the product hydrochloride salt, CC1(C2(C(=CC1CC2)C(=O)O)CS(=O)(=O)N2CCN(CC2)C2=C(C=CC=C2)C)C (1-((7,7-Dimethyl-2-carboxy-bicyclo(2.2.1)hept-2-en-1-yl)methanesulfonyl)-4-(2-methylphenyl)piperazine). As a reaction SMILES: [CH3:1][C:2]1([CH3:30])[CH:6]2[CH2:7][CH2:8][C:3]1([CH2:13][S:14]([N:17]1[CH2:22][CH2:21][N:20]([C:23]3[CH:28]=[CH:27][CH:26]=[CH:25][C:24]=3[CH3:29])[CH2:19][CH2:18]1)(=[O:16])=[O:15])[C:4]([C:9]([O:11]C)=[O:10])=[CH:5]2.[OH-].[K+].Cl>CO>[CH3:1][C:2]1([CH3:30])[CH:6]2[CH2:7][CH2:8][C:3]1([CH2:13][S:14]([N:17]1[CH2:22][CH2:21][N:20]([C:23]3[CH:28]=[CH:27][CH:26]=[CH:25][C:24]=3[CH3:29])[CH2:19][CH2:18]1)(=[O:16])=[O:15])[C:4]([C:9]([OH:11])=[O:10])=[CH:5]2 |f:1.2|. Reported procedure: To a stirred solution of 1-((7,7-dimethyl-2-methoxycarbonyl-bicyclo(2.2.1)hept-2-en-1-yl)methanesulfonyl)-4-(2-methylphenyl)-piperazine (1.0 g; 2.3 mmol) in MeOH (10 mL) was added a solution of 4M aqueous KOH (2.0 mL; 8.0 mmol). After 18 h, the reaction was brought to pH 1 with 5% aqueous HCl, and the solvents were removed under reduced pressure. The residue was taken up in chloroform (50 mL) and washed with water (25 mL). The organic phase was dried (MgSO4), filtered, and the solvent was remove...